From a dataset of the Open Reaction Database (ORD), a public repository of structured organic reaction records. describe an organic reaction: reactants, conditions, products, and yield Starting materials: CCN(C(C)C)C(C)C (DIPEA), C(C)(C)(C)C=1C=C(N(N1)C1=CC=C2C=NN(C2=C1)CCN1CCOCC1)N (5-tert-butyl-2-[1-(2-morpholin-4-yl-ethyl)-1H-indazol-6-yl]-2H-pyrazol-3-ylamine), ClC(COC(=O)Cl)(Cl)Cl (2,2,2-trichloroethylchloroformate). Solvent: C1CCOC1 (THF), C1CCOC1 (THF). Conditions: time 4 hour. Product: ClC(COC(NC=1N(N=C(C1)C(C)(C)C)C1=CC=C2C=NN(C2=C1)CCN1CCOCC1)=O)(Cl)Cl ({5-tert-Butyl-2-[1-(2-morpholin-4-yl-ethyl)-1H-indazol-6-yl]-2H-pyrazol-3-yl}-carbamic acid 2,2,2-trichloro-ethyl ester). Isolated yield 102.1%. Reaction SMILES: [C:1]([C:5]1[CH:6]=[C:7]([NH2:27])[N:8]([C:10]2[CH:18]=[C:17]3[C:13]([CH:14]=[N:15][N:16]3[CH2:19][CH2:20][N:21]3[CH2:26][CH2:25][O:24][CH2:23][CH2:22]3)=[CH:12][CH:11]=2)[N:9]=1)([CH3:4])([CH3:3])[CH3:2].CCN(C(C)C)C(C)C.[Cl:37][C:38]([Cl:45])([Cl:44])[CH2:39][O:40][C:41](Cl)=[O:42]>C1COCC1>[Cl:37][C:38]([Cl:45])([Cl:44])[CH2:39][O:40][C:41](=[O:42])[NH:27][C:7]1[N:8]([C:10]2[CH:18]=[C:17]3[C:13]([CH:14]=[N:15][N:16]3[CH2:19][CH2:20][N:21]3[CH2:26][CH2:25][O:24][CH2:23][CH2:22]3)=[CH:12][CH:11]=2)[N:9]=[C:5]([C:1]([CH3:4])([CH3:2])[CH3:3])[CH:6]=1. Procedure: A solution of Intermediate 24a (134 mg, 0.36 mmol) was formed in THF (10 mL). DIPEA (125 μL, 0.72 mmol) was added followed by the dropwise addition of a solution of 2,2,2-trichloroethylchloroformate (50 μ□L, 0.36 mmol) in THF (2 mL). The mixture was stirred at RT for 4 h, then partitioned between EtOAc/water and extracted with EtOAc. The combined organics were dried over Na2SO4, filtered and concentrated in vacuo. Purification by FCC, using 0-10% MeOH in EtOAc, gave the title compound (200 mg, 9... Reactants: COc1ccc2nccc(Br)c2n1, CC(C)(C)OC(=O)N1CCNC(=O)C1, [Cu]I, [K+], [K+], [K+], NC1CCCCC1N, C1COCCO1, O=P([O-])([O-])[O-]. Product: COc1ccc2nccc(N3CCN(C(=O)OC(C)(C)C)CC3=O)c2n1. Reaction SMILES: [Br:31][c:32]1[cH:33][cH:34][n:35][c:36]2[cH:37][cH:38][c:39]([O:42][CH3:43])[n:40][c:41]12.[C:1](=[O:2])([O:3][C:4]([CH3:5])([CH3:6])[CH3:7])[N:8]1[CH2:9][C:10](=[O:14])[NH:11][CH2:12][CH2:13]1.[Cu:44][I:45].[K+:20].[K+:21].[K+:22].[NH2:23][CH:24]1[CH2:25][CH2:26][CH2:27][CH2:28][CH:29]1[NH2:30].[O:46]1[CH2:47][CH2:48][O:49][CH2:50][CH2:51]1.[P:15]([O-:16])([O-:17])([O-:18])=[O:19]>>[C:1](=[O:2])([O:3][C:4]([CH3:5])([CH3:6])[CH3:7])[N:8]1[CH2:9][C:10](=[O:14])[N:11]([c:32]2[cH:33][cH:34][n:35][c:36]3[cH:37][cH:38][c:39]([O:42][CH3:43])[n:40][c:41]23)[CH2:12][CH2:13]1. Starting materials: C(C)(=O)OCC.CO (ethyl acetate methanol), O=C1CCN(C[C@H]2N1C[C@@H](C2)C2=C(C(=O)[O-])C=CC(=C2)[N+](=O)[O-])C2=NC=C(C=C2)C(F)(F)F ((8S,9aS)-5-oxo-2-[5-(trifluoromethyl)pyridin-2-yl]octahydro-1H-pyrrolo[1,2-a][1,4]diazepin-8-yl-4-nitrobenzoate), C([O-])([O-])=O.[K+].[K+] (potassium carbonate). The solvent is CO (methanol). Conditions: time 1.5 hour. Product: O[C@H]1C[C@@H]2N(C(CCN(C2)C2=NC=C(C=C2)C(F)(F)F)=O)C1 ((8S,9aS)-8-hydroxy-2-[5-(trifluoromethyl)pyridin-2-yl]octahydro-5H-pyrrolo[1,2-a][1,4]diazepin-5-one). Yield: 142.2%. Reaction SMILES: [O:1]=[C:2]1[N:8]2[CH2:9][C@H:10](C3C=C([N+]([O-])=O)C=CC=3C([O-])=O)[CH2:11][C@H:7]2[CH2:6][N:5]([C:24]2[CH:29]=[CH:28][C:27]([C:30]([F:33])([F:32])[F:31])=[CH:26][N:25]=2)[CH2:4][CH2:3]1.C(=O)([O-])[O-:35].[K+].[K+].C(OCC)(=O)C.CO>CO>[OH:35][C@@H:10]1[CH2:9][N:8]2[C:2](=[O:1])[CH2:3][CH2:4][N:5]([C:24]3[CH:29]=[CH:28][C:27]([C:30]([F:31])([F:32])[F:33])=[CH:26][N:25]=3)[CH2:6][C@@H:7]2[CH2:11]1 |f:1.2.3,4.5|. Procedure details: To (8S,9aS)-5-oxo-2-[5-(trifluoromethyl)pyridin-2-yl]octahydro-1H-pyrrolo[1,2-a][1,4]diazepin-8-yl-4-nitrobenzoate (135 mg, 0.291 mmol, Part C) in methanol (2.5 mL) was added potassium carbonate (24 mg, 0.174 mmol). The mixture was stirred at room temperature for 1.5 hours and then concentrated. The residue was purified by chromatography on silica gel (ethyl acetate, then ethyl acetate/methanol=10:1) to give 78 mg (85% yield) of the titled compound as a solid. 1H NMR (400 MHz, DMSO-d6) δ ppm 1.7... Run at time 8 hour. The product is ClC1=C(C=C(C(=C1)C1=NC=CC2=CC(=CC=C12)S(=O)(=O)NC=1SC=NN1)OC)C1=CC(=CC=C1)F (1-(2-chloro-3′-fluoro-5-methoxy-[1,1′-biphenyl]-4-yl)-N-(1,3,4-thiadiazol-2-yl)isoquinoline-6-sulfonamide). Reactants: ClC1=C(C=C(C(=C1)C1=NC=CC2=CC(=CC=C12)S(=O)(=O)OC1=C(C(=C(C(=C1F)F)F)F)F)OC)C1=CC(=CC=C1)F (perfluorophenyl 1-(2-chloro-3′-fluoro-5-methoxy-[1,1′-biphenyl]-4-yl)isoquinoline-6-sulfonate), S1C(=NN=C1)N (1,3,4-thiadiazol-2-amine), C([O-])([O-])=O.[Cs+].[Cs+] (cesium carbonate). Procedure: A vial was charged with perfluorophenyl 1-(2-chloro-3′-fluoro-5-methoxy-[1,1′-biphenyl]-4-yl)isoquinoline-6-sulfonate (INTERMEDIATE TTTT; 68.6 mg, 0.112 mmol), 1,3,4-thiadiazol-2-amine (12.51 mg, 0.124 mmol), and cesium carbonate (110 mg, 0.337 mmol). The vial was flushed with Ar (g), then acetonitrile (562 μl) was added. After stirring overnight, the mixture was diluted with EtOAc and 0.5 N aq. HCl. The layers were separated, and the aq. layer was extracted with EtOAc (2×). The combined organic... As a reaction SMILES: [Cl:1][C:2]1[CH:7]=[C:6]([C:8]2[C:17]3[C:12](=[CH:13][C:14]([S:18]([O:21]C4C(F)=C(F)C(F)=C(F)C=4F)(=O)=[O:19])=[CH:15][CH:16]=3)[CH:11]=[CH:10][N:9]=2)[C:5]([O:33][CH3:34])=[CH:4][C:3]=1[C:35]1[CH:40]=[CH:39][CH:38]=[C:37]([F:41])[CH:36]=1.[S:42]1[CH:46]=[N:45][N:44]=[C:43]1[NH2:47].C(=O)([O-])[O-].[Cs+].[Cs+]>>[Cl:1][C:2]1[CH:7]=[C:6]([C:8]2[C:17]3[C:12](=[CH:13][C:14]([S:18]([NH:47][C:43]4[S:42][CH:46]=[N:45][N:44]=4)(=[O:21])=[O:19])=[CH:15][CH:16]=3)[CH:11]=[CH:10][N:9]=2)[C:5]([O:33][CH3:34])=[CH:4][C:3]=1[C:35]1[CH:40]=[CH:39][CH:38]=[C:37]([F:41])[CH:36]=1 |f:2.3.4|. Yield: 59.8%. The reactants are CCOCC, CS(C)=O, CC1CC(C)(C)N(CCCl)C2CCCCC12, N#C[Na], O. The product is CC1CC(C)(C)N(CCC#N)C2CCCCC12. Reaction SMILES: [CH3:21][CH2:22][O:23][CH2:24][CH3:25].[CH3:26][S:27]([CH3:28])=[O:29].[Cl:1][CH2:2][CH2:3][N:4]1[C:5]([CH3:15])([CH3:16])[CH2:6][CH:7]([CH3:14])[CH:8]2[CH2:9][CH2:10][CH2:11][CH2:12][CH:13]12.[Na:17][C:18]#[N:19].[OH2:20]>>[CH2:2]([CH2:3][N:4]1[C:5]([CH3:15])([CH3:16])[CH2:6][CH:7]([CH3:14])[CH:8]2[CH2:9][CH2:10][CH2:11][CH2:12][CH:13]12)[C:18]#[N:19].